Dataset: the Open Reaction Database (ORD), a public repository of structured organic reaction records. Task: describe an organic reaction: reactants, conditions, products, and yield The reactants are CN1C(CN(CC1)CC1=C(C=CC=C1)Cl)C(=O)OCC (1-methyl-4-(2-chlorobenzyl)-2-ethoxycarbonylpiperazine), O.Cl.Cl.Cl (trihydrochloride monohydrate). The product is CN1C(CN(CC1)CC1=C(C=CC=C1)Cl)C=1NCCN1 (1-methyl-2-(4,5-dihydro[1H]imidazol-2-yl)-4-(2-chlorobenzyl)piperazine). RXN SMILES: [CH3:1][N:2]1[CH2:7][CH2:6][N:5]([CH2:8][C:9]2[CH:14]=[CH:13][CH:12]=[CH:11][C:10]=2[Cl:15])[CH2:4][CH:3]1[C:16](OCC)=O.O.Cl.Cl.Cl>>[CH3:1][N:2]1[CH2:7][CH2:6][N:5]([CH2:8][C:9]2[CH:14]=[CH:13][CH:12]=[CH:11][C:10]=2[Cl:15])[CH2:4][CH:3]1[C:16]1[NH:2][CH2:3][CH2:4][N:5]=1 |f:1.2.3.4|. Procedure details: Yield: 62% (from 1-methyl-4-(2-chlorobenzyl)-2-ethoxycarbonylpiperazine) Melting point: 140°-142° C. (decomposition) (trihydrochloride monohydrate) Starting materials: CO, CS(=O)(=O)c1cc([N+](=O)[O-])cc(C(F)(F)F)c1. Product: CS(=O)(=O)c1cc(N)cc(C(F)(F)F)c1. Reaction SMILES: [CH3:18][OH:19].[CH3:1][S:2](=[O:3])(=[O:4])[c:5]1[cH:6][c:7]([N+:15]([O-:16])=[O:17])[cH:8][c:9]([C:11]([F:12])([F:13])[F:14])[cH:10]1>>[CH3:1][S:2](=[O:3])(=[O:4])[c:5]1[cH:6][c:7]([NH2:15])[cH:8][c:9]([C:11]([F:12])([F:13])[F:14])[cH:10]1. Reactants: ClCC=O (chloroacetaldehyde), C(C)(=O)O (acetic acid), C(C)(=O)O[BH-](OC(C)=O)OC(C)=O.[Na+] (Sodium triacetoxyborohydride), C(C)OC(C(C)NCC1=CC=CC=C1)=O (2-benzylamino-propionic acid ethyl ester), [O-]S(=O)(=O)[O-].[Mg+2] (MgSO4). The solvent is C(Cl)Cl (DCM), C(Cl)Cl (DCM), C(Cl)Cl (DCM). Run at temperature 0 celsius, time 1 hour. Yields the product C(C)OC(C(C)N(CCCl)CC1=CC=CC=C1)=O (2-[benzyl-(2-chloro-ethyl)-amino]-propionic acid ethyl ester). Reaction SMILES: [CH2:1]([O:3][C:4](=[O:15])[CH:5]([NH:7][CH2:8][C:9]1[CH:14]=[CH:13][CH:12]=[CH:11][CH:10]=1)[CH3:6])[CH3:2].[O-]S([O-])(=O)=O.[Mg+2].[Cl:22][CH2:23][CH:24]=O.C(O)(=O)C.C(O[BH-](OC(=O)C)OC(=O)C)(=O)C.[Na+]>C(Cl)Cl>[CH2:1]([O:3][C:4](=[O:15])[CH:5]([N:7]([CH2:8][C:9]1[CH:14]=[CH:13][CH:12]=[CH:11][CH:10]=1)[CH2:24][CH2:23][Cl:22])[CH3:6])[CH3:2] |f:1.2,5.6|. Reported procedure: To a solution of 2-benzylamino-propionic acid ethyl ester (1 eq.) in dry DCM was added MgSO4 (0.75 eq.). The reaction was cooled to 0° C. then the above solution of chloroacetaldehyde in dry DCM (solution I) and acetic acid (1 eq.) were added. Sodium triacetoxyborohydride (1.5 eq.) was added portionwise. The reaction was stirred for 1 h at 0° C. The crude was carefully quenched with a saturated aqueous solution of NaHCO3. Then aqueous NaOH (2N) was added. The aqueous layer was extracted with DCM... The reactants are Cc1ccc(CCBr)o1, CC(=O)Nc1ccc(S)cc1, C1CCOC1, [Li]CCCC. Yields the product CC(=O)Nc1ccc(SCCc2ccc(C)o2)cc1. RXN SMILES: [Br:17][CH2:18][CH2:19][c:20]1[o:21][c:22]([CH3:25])[cH:23][cH:24]1.[C:1]([CH3:2])(=[O:3])[NH:4][c:5]1[cH:6][cH:7][c:8]([SH:11])[cH:9][cH:10]1.[CH2:26]1[O:27][CH2:28][CH2:29][CH2:30]1.[CH3:12][CH2:13][CH2:14][CH2:15][Li:16]>>[C:1]([CH3:2])(=[O:3])[NH:4][c:5]1[cH:6][cH:7][c:8]([S:11][CH2:18][CH2:19][c:20]2[o:21][c:22]([CH3:25])[cH:23][cH:24]2)[cH:9][cH:10]1. Reactants: N[C@@H]1C(N[C@@H]1CO)=O (cis-3-amino-4-hydroxymethyl-2-oxoazetidine), C(O)([O-])=O.[Na+] (sodium hydrogen carbonate), C(O)([O-])=O.[Na+] (sodium hydrogen carbonate), Cl.ClCC(=O)NC=1SC=C(N1)/C(/C(=O)Cl)=N/OC (2-(2-chloroacetamido-4-thiazolyl)-(Z)-2-methoxyiminoacetyl chloride hydrochloride). Run in O1CCCC1 (tetrahydrofuran), O (water). The product is ClCC(=O)NC=1SC=C(N1)C(C(=O)N[C@@H]1C(N[C@@H]1CO)=O)=NOC (cis-3-[2-(2-chloroacetamido-4-thiazolyl)-2-methoxyiminoacetamido]-4-hydroxymethyl-2-oxoazetidine). Reaction SMILES: [NH2:1][C@H:2]1[C@@H:5]([CH2:6][OH:7])[NH:4][C:3]1=[O:8].C(=O)([O-])O.[Na+].Cl.[Cl:15][CH2:16][C:17]([NH:19][C:20]1[S:21][CH:22]=[C:23](/[C:25](=[N:29]/[O:30][CH3:31])/[C:26](Cl)=[O:27])[N:24]=1)=[O:18]>O1CCCC1.O>[Cl:15][CH2:16][C:17]([NH:19][C:20]1[S:21][CH:22]=[C:23]([C:25](=[N:29][O:30][CH3:31])[C:26]([NH:1][C@H:2]2[C@@H:5]([CH2:6][OH:7])[NH:4][C:3]2=[O:8])=[O:27])[N:24]=1)=[O:18] |f:1.2,3.4|. Procedure details: In a mixture of 2 ml of tetrahydrofuran and 2 ml of water is dissolved 75 mg of cis-3-amino-4-hydroxymethyl-2-oxoazetidine as obtained in Reference Example 53C and, under ice-cooling and stirring 168 mg of sodium hydrogen carbonate and then 332 mg of 2-(2-chloroacetamido-4-thiazolyl)-(Z)-2-methoxyiminoacetyl chloride hydrochloride are added. The mixture is stirred under ice-cooling for one hour and the reaction mixture is made neutral with aqueous sodium hydrogen carbonate and extracted with eth...